Dataset: the Open Reaction Database (ORD), a public repository of structured organic reaction records. Task: describe an organic reaction: reactants, conditions, products, and yield Starting materials: [H-].[Na+] (Sodium hydride), C(CC(=O)OC(C)(C)C)(=O)OC(C)(C)C (di-t-butyl malonate), FC1=C(C(=CC=C1F)[N+](=O)[O-])OC1=CC=CC2=CC=CC=C12 (1-[(2,3-difluoro-6-nitrophenyl)oxy]naphthalene). Run in C1CCOC1 (THF), C1CCOC1 (THF). Run at time 2 hour. The product is FC1=C(C=CC(=C1OC1=CC=CC2=CC=CC=C12)[N+](=O)[O-])C(C(=O)OC(C)(C)C)C(=O)OC(C)(C)C (bis(1,1-dimethylethyl) [2-fluoro-3-(1-naphthalenyloxy)-4-nitrophenyl]propanedioate). Yield: 115.4%. RXN SMILES: [H-].[Na+].[C:3]([O:13][C:14]([CH3:17])([CH3:16])[CH3:15])(=[O:12])[CH2:4][C:5]([O:7][C:8]([CH3:11])([CH3:10])[CH3:9])=[O:6].[F:18][C:19]1[C:24](F)=[CH:23][CH:22]=[C:21]([N+:26]([O-:28])=[O:27])[C:20]=1[O:29][C:30]1[C:39]2[C:34](=[CH:35][CH:36]=[CH:37][CH:38]=2)[CH:33]=[CH:32][CH:31]=1>C1COCC1>[F:18][C:19]1[C:20]([O:29][C:30]2[C:39]3[C:34](=[CH:35][CH:36]=[CH:37][CH:38]=3)[CH:33]=[CH:32][CH:31]=2)=[C:21]([N+:26]([O-:28])=[O:27])[CH:22]=[CH:23][C:24]=1[CH:4]([C:5]([O:7][C:8]([CH3:9])([CH3:10])[CH3:11])=[O:6])[C:3]([O:13][C:14]([CH3:17])([CH3:16])[CH3:15])=[O:12] |f:0.1|. Reported procedure: Sodium hydride (60% oil dispersion) (4.07 g, 102 mmol) was added in portions to a solution of di-t-butyl malonate (11.01 g, 50.9 mmol) in THF (200 mL) at room temperature. After gas evolution ceased, 1-[(2,3-difluoro-6-nitrophenyl)oxy]naphthalene (13.94 g, 46.3 mmol), dissolved in THF (100 mL), was added. The reaction mixture was stirred at room temperature for 2 hrs and then poured on to ice and extracted with ethyl acetate. The organic layer was dried over sodium sulfate. The solvent was evapo... Starting materials: BrC=1C=C2C(=NC(=NC2=CC1)N)N1N=CN=C1 (6-Bromo-4-[1,2,4]triazol-1-yl-quinazolin-2-ylamine), COCCN (2-methoxyethylamine). Yields the product BrC=1C=C2C(=NC(=NC2=CC1)N)NCCOC (6-Bromo-N4-(2-methoxy-ethyl)-quinazoline-2,4-diamine). RXN SMILES: [Br:1][C:2]1[CH:3]=[C:4]2[C:9](=[CH:10][CH:11]=1)[N:8]=[C:7]([NH2:12])[N:6]=[C:5]2[N:13]1[CH:17]=NC=N1.[CH3:18][O:19][CH2:20]CN>>[Br:1][C:2]1[CH:3]=[C:4]2[C:9](=[CH:10][CH:11]=1)[N:8]=[C:7]([NH2:12])[N:6]=[C:5]2[NH:13][CH2:17][CH2:18][O:19][CH3:20]. Reported procedure: The title compound was synthesized by a method analogous to example 23 using 6-Bromo-4-[1,2,4]triazol-1-yl-quinazolin-2-ylamine and 2-methoxyethylamine. The product was characterized as follows: MS (m/z) 297[M+H]+; HPLC Rt=1.05 minutes (Method B). Starting materials: BrC1=CC=2N3C4=C(C=C(C=C4C2C=C1)OC)C(C(=C3)CC=3C=NC=NC3)=O (9-bromo-2-methoxy-5-(5-pyrimidylmethyl)-4H-pyrido[3,2,1-jk]carbazole-4-one), B(Br)(Br)Br (boron tribromide), ice water, C(O)([O-])=O.[Na+] (sodium hydrogencarbonate). The solvent is C(Cl)Cl (methylene chloride). Run at time 3 hour. The product is BrC1=CC=2N3C4=C(C=C(C=C4C2C=C1)O)C(C(=C3)CC=3C=NC=NC3)=O (9-bromo-2-hydroxy-5-(5-pyrimidylmethyl)-4H-pyrido[3,2,1-jk]carbazole-4-one). Isolated yield 99.5%. RXN SMILES: [Br:1][C:2]1[CH:14]=[CH:13][C:12]2[C:11]3[C:6]4=[C:7]([C:17](=[O:27])[C:18]([CH2:20][C:21]5[CH:22]=[N:23][CH:24]=[N:25][CH:26]=5)=[CH:19][N:5]4[C:4]=2[CH:3]=1)[CH:8]=[C:9]([O:15]C)[CH:10]=3.B(Br)(Br)Br.C(=O)([O-])O.[Na+]>C(Cl)Cl>[Br:1][C:2]1[CH:14]=[CH:13][C:12]2[C:11]3[C:6]4=[C:7]([C:17](=[O:27])[C:18]([CH2:20][C:21]5[CH:26]=[N:25][CH:24]=[N:23][CH:22]=5)=[CH:19][N:5]4[C:4]=2[CH:3]=1)[CH:8]=[C:9]([OH:15])[CH:10]=3 |f:2.3|. Procedure: 9-bromo-2-methoxy-5-(5-pyrimidylmethyl)-4H-pyrido[3,2,1-jk]carbazole-4-one (260 mg) produced in Example 125 was suspended in anhydrous methylene chloride (16 ml), and boron tribromide (3.7 ml) was added dropwise at room temperature. After stirring at room temperature for 3 hours, the reaction mixture was poured into ice water and saturated aqueous solution of sodium hydrogencarbonate was added thereto until the termination of foaming. The crystals precipitated were recovered by filtration. The t... The reactants are CC(C)(C)OC(=O)N1CC(OS(C)(=O)=O)C1, OC1CCCNC1. Yields the product CC(C)(C)OC(=O)N1CC(N2CCCC(O)C2)C1. RXN SMILES: [C:1]([CH3:2])([CH3:3])([CH3:4])[O:5][C:6](=[O:7])[N:8]1[CH2:9][CH:10]([O:12][S:13]([CH3:14])(=[O:15])=[O:16])[CH2:11]1.[OH:17][CH:18]1[CH2:19][NH:20][CH2:21][CH2:22][CH2:23]1>>[C:1]([CH3:2])([CH3:3])([CH3:4])[O:5][C:6](=[O:7])[N:8]1[CH2:9][CH:10]([N:20]2[CH2:19][CH:18]([OH:17])[CH2:23][CH2:22][CH2:21]2)[CH2:11]1. Starting materials: O=C1CCCO1, C[Si](C)(C)[N-][Si](C)(C)C, CCCCCC, O=CC1CC2C=CC1C2, [Cl-], [Li+], [NH4+], C1CCOC1. Yields the product O=C1OCCC1C(O)C1CC2C=CC1C2. Reaction SMILES: [C:11]1(=[O:16])[CH2:12][CH2:13][CH2:14][O:15]1.[CH3:1][Si:2]([N-:3][Si:4]([CH3:5])([CH3:6])[CH3:7])([CH3:8])[CH3:9].[CH3:33][CH2:34][CH2:35][CH2:36][CH2:37][CH3:38].[CH:17]12[CH:18]([CH:24]=[O:25])[CH2:19][CH:20]([CH:21]=[CH:22]1)[CH2:23]2.[Cl-:26].[Li+:10].[NH4+:27].[O:28]1[CH2:29][CH2:30][CH2:31][CH2:32]1>>[C:11]1(=[O:16])[CH:12]([CH:24]([CH:18]2[CH:17]3[CH:22]=[CH:21][CH:20]([CH2:19]2)[CH2:23]3)[OH:25])[CH2:13][CH2:14][O:15]1.